From a dataset of the Open Reaction Database (ORD), a public repository of structured organic reaction records. describe an organic reaction: reactants, conditions, products, and yield Reactants: CC(C)(C)[Si](C)(C)OCCCCC(C)(c1cc(F)ccc1F)S(=O)(=O)c1ccc(Cl)cc1, CCCC[N+](CCCC)(CCCC)CCCC, CCOCC, [F-], C1CCOC1. Yields the product CC(CCCCO)(c1cc(F)ccc1F)S(=O)(=O)c1ccc(Cl)cc1. RXN SMILES: [C:19]([Si:20]([CH3:21])([CH3:22])[O:24][CH2:25][CH2:26][CH2:27][CH2:28][C:29]([CH3:30])([S:31](=[O:32])(=[O:33])[c:34]1[cH:35][cH:36][c:37]([Cl:40])[cH:38][cH:39]1)[c:41]1[c:42]([F:48])[cH:43][cH:44][c:45]([F:47])[cH:46]1)([CH3:23])([CH3:49])[CH3:50].[CH3:2][CH2:3][CH2:4][CH2:5][N+:6]([CH2:7][CH2:8][CH2:9][CH3:10])([CH2:11][CH2:12][CH2:13][CH3:14])[CH2:15][CH2:16][CH2:17][CH3:18].[CH3:56][CH2:57][O:58][CH2:59][CH3:60].[F-:1].[O:51]1[CH2:52][CH2:53][CH2:54][CH2:55]1>>[OH:24][CH2:25][CH2:26][CH2:27][CH2:28][C:29]([CH3:30])([S:31](=[O:32])(=[O:33])[c:34]1[cH:35][cH:36][c:37]([Cl:40])[cH:38][cH:39]1)[c:41]1[c:42]([F:48])[cH:43][cH:44][c:45]([F:47])[cH:46]1.